From a dataset of the Open Reaction Database (ORD), a public repository of structured organic reaction records. describe an organic reaction: reactants, conditions, products, and yield Reactants: O1C(C1)COC1=CC=C(C=C1)CCNC(CN)=O (glycine N-(2-(4-(oxiranylmethoxy)phenyl)ethyl)amide), ClCC1OC1 (Chloromethyloxirane), [OH-].C1(=CC=CC=C1)C[N+](C)(C)C (phenylmethyltrimethylammonium hydroxide), OC1=CC=C(C=C1)CCNC(CNC([C@@H](NC([C@@H](NC(CNC(C1=CC=C(C=C1)O)=O)=O)CC1=CC=CC=C1)=O)CC(C)C)=O)=O (N-(N-(N-(N-(4-Hydroxybenzoyl)-glycyl)phenylalanyl)leucyl)glycine N-(2-(4-hydroxyphenyl) ethyl)amide), [OH-].[Na+] (sodium hydroxide). The solvent is CO (methanol), O (water). Reaction conditions: temperature 40 celsius, time 48 hour. Yields the product O1C(C1)COC1=CC=C(C=C1)CCNC(CNC([C@@H](NC([C@@H](NC(CNC(C1=CC=C(C=C1)OCC1OC1)=O)=O)CC1=CC=CC=C1)=O)CC(C)C)=O)=O (N-(N-(N-(N-(4-(oxiranylmethoxy)benzoyl)glycyl)phenylalanyl)leucyl)glycine N-(2-(4-(oxiranyl-methoxy)phenyl)ethyl)amide). Yield: 27.0%. As a reaction SMILES: [O:1]1[CH2:3][CH:2]1[CH2:4][O:5][C:6]1[CH:11]=[CH:10][C:9]([CH2:12][CH2:13][NH:14][C:15](=[O:18])[CH2:16][NH2:17])=[CH:8][CH:7]=1.OC1C=CC(CCNC(=O)CN[C:32](=[O:63])[C@H:33]([CH2:59][CH:60]([CH3:62])[CH3:61])[NH:34][C:35](=[O:58])[C@H:36]([CH2:51][C:52]2[CH:57]=[CH:56][CH:55]=[CH:54][CH:53]=2)[NH:37][C:38](=[O:50])[CH2:39][NH:40][C:41](=[O:49])[C:42]2[CH:47]=[CH:46][C:45]([OH:48])=[CH:44][CH:43]=2)=CC=1.[OH-].[Na+].Cl[CH2:68][CH:69]1[CH2:71][O:70]1.[OH-].C1(C[N+](C)(C)C)C=CC=CC=1>O.CO>[O:1]1[CH2:3][CH:2]1[CH2:4][O:5][C:6]1[CH:7]=[CH:8][C:9]([CH2:12][CH2:13][NH:14][C:15](=[O:18])[CH2:16][NH:17][C:32](=[O:63])[C@H:33]([CH2:59][CH:60]([CH3:61])[CH3:62])[NH:34][C:35](=[O:58])[C@H:36]([CH2:51][C:52]2[CH:53]=[CH:54][CH:55]=[CH:56][CH:57]=2)[NH:37][C:38](=[O:50])[CH2:39][NH:40][C:41](=[O:49])[C:42]2[CH:47]=[CH:46][C:45]([O:48][CH2:68][CH:69]3[CH2:71][O:70]3)=[CH:44][CH:43]=2)=[CH:10][CH:11]=1 |f:2.3,5.6|. Reported procedure: N-(N-(N-(N-(4-(Oxlranylmethoxy)benzoyl)glycyl) phenylalanyl) leucyl) glycine N-(2-(4-(oxiranylmethoxy)phenyl)ethyl)amide. N-(N-(N-(N-(4-Hydroxybenzoyl)-glycyl)phenylalanyl)leucyl)glycine N-(2-(4-hydroxyphenyl) ethyl)amide (106 mg, 0.131 mol) was suspended in water (12 mL) containing sodium hydroxide (52.3 mg, 1.31 mmol). Chloromethyloxirane (604 mg, 6.5 mmol) in methanol (10 mL) was added, followed by phenylmethyltrimethylammonium hydroxide (40% aqueous solution, 90 mg). The solution was stirred... Product: C(C1=CC=CC=C1)OCCCCN1CCC(CC1)=NO (1-(4-Benzyloxybutyl)-4-piperidone oxime). Reactants: C(C1=CC=CC=C1)OCCCCN1CCC(CC1)=O (1-(4-benzyloxybutyl)-4-piperidone), Cl.NO (hydroxylamine hydrochloride). As a reaction SMILES: [CH2:1]([O:8][CH2:9][CH2:10][CH2:11][CH2:12][N:13]1[CH2:18][CH2:17][C:16](=O)[CH2:15][CH2:14]1)[C:2]1[CH:7]=[CH:6][CH:5]=[CH:4][CH:3]=1.Cl.[NH2:21][OH:22]>>[CH2:1]([O:8][CH2:9][CH2:10][CH2:11][CH2:12][N:13]1[CH2:18][CH2:17][C:16](=[N:21][OH:22])[CH2:15][CH2:14]1)[C:2]1[CH:7]=[CH:6][CH:5]=[CH:4][CH:3]=1 |f:1.2|. Reported procedure: 1-(4-Benzyloxybutyl)-4-piperidone oxime is prepared from 1-(4-benzyloxybutyl)-4-piperidone and hydroxylamine hydrochloride essentially as described above in Example 38, Scheme C, step b. Starting materials: FC(OC=1C=C(C=CC1)N1N=C(C(C=C1)=O)C(\C=C\N(C)C)=O)F (1-(3-Difluoromethoxy-phenyl)-3-((E)-3-dimethylamino-acryloyl)-1H-pyridazin-4-one), O1CCOC2=C1C=CC(=C2)NN ((2,3-dihydro-benzo[1,4]dioxin-6-yl)-hydrazine). Yields the product FC(OC=1C=C(C=CC1)N1N=C(C(C=C1)=O)C=1N(N=CC1)C1=CC2=C(OCCO2)C=C1)F (1-(3-Difluoromethoxy-phenyl)-3-[2-(2,3-dihydro-benzo[1,4]dioxin-6-yl)-2H-pyrazol-3-yl]-1H-pyridazin-4-one). The yield is 52.0%. As a reaction SMILES: [F:1][CH:2]([F:24])[O:3][C:4]1[CH:5]=[C:6]([N:10]2[CH:15]=[CH:14][C:13](=[O:16])[C:12]([C:17](=O)/[CH:18]=[CH:19]/[N:20](C)C)=[N:11]2)[CH:7]=[CH:8][CH:9]=1.[O:25]1[C:30]2[CH:31]=[CH:32][C:33]([NH:35]N)=[CH:34][C:29]=2[O:28][CH2:27][CH2:26]1>>[F:1][CH:2]([F:24])[O:3][C:4]1[CH:5]=[C:6]([N:10]2[CH:15]=[CH:14][C:13](=[O:16])[C:12]([C:17]3[N:35]([C:33]4[CH:32]=[CH:31][C:30]5[O:25][CH2:26][CH2:27][O:28][C:29]=5[CH:34]=4)[N:20]=[CH:19][CH:18]=3)=[N:11]2)[CH:7]=[CH:8][CH:9]=1. Reported procedure: The product was obtained starting from 1-(3-Difluoromethoxy-phenyl)-3-((E)-3-dimethylamino-acryloyl)-1H-pyridazin-4-one (A-10) and (2,3-dihydro-benzo[1,4]dioxin-6-yl)-hydrazine according to the method described for Example 91 in 52% yield. MS: M=439.1 (M+H)+ Starting materials: Fc1ccc(Br)cc1, COc1ccccc1-c1cccc(-n2cnc(C(=O)N(C)OC)c2)c1. Product: COc1ccccc1-c1cccc(-n2cnc(C(=O)c3ccc(F)cc3)c2)c1. RXN SMILES: [Br:26][c:27]1[cH:28][cH:29][c:30]([F:33])[cH:31][cH:32]1.[CH3:1][O:2][N:3]([C:4](=[O:5])[c:6]1[n:7][cH:8][n:9](-[c:11]2[cH:12][c:13](-[c:17]3[c:18]([O:23][CH3:24])[cH:19][cH:20][cH:21][cH:22]3)[cH:14][cH:15][cH:16]2)[cH:10]1)[CH3:25]>>[C:4](=[O:5])([c:6]1[n:7][cH:8][n:9](-[c:11]2[cH:12][c:13](-[c:17]3[c:18]([O:23][CH3:24])[cH:19][cH:20][cH:21][cH:22]3)[cH:14][cH:15][cH:16]2)[cH:10]1)[c:27]1[cH:28][cH:29][c:30]([F:33])[cH:31][cH:32]1. Conditions: time 8 hour. Solvent: CN(C)C=O (DMF). Product: CN1N=CC(=C1)C1=CN=C2C(=N1)N(N=N2)C[C@H]2OCCN(C2)C2=NC=C(C=N2)C2=CCN(CC2)CCO ((S)-2-(4-(2-(2-((6-(1-methyl-1H-pyrazol-4-yl)-1H-[1,2,3]triazolo[4,5-b]pyrazin-1-yl)methyl)morpholino)pyrimidin-5-yl)-5,6-dihydropyridin-1(2H)-yl)ethanol). As a reaction SMILES: Cl.[CH3:2][N:3]1[CH:7]=[C:6]([C:8]2[N:13]=[C:12]3[N:14]([CH2:17][C@H:18]4[O:23][CH2:22][CH2:21][N:20]([C:24]5[N:29]=[CH:28][C:27]([C:30]6[CH2:31][CH2:32][NH:33][CH2:34][CH:35]=6)=[CH:26][N:25]=5)[CH2:19]4)[N:15]=[N:16][C:11]3=[N:10][CH:9]=2)[CH:5]=[N:4]1.C(=O)([O-])[O-].[K+].[K+].Br[CH:43]([OH:45])[CH3:44]>CN(C=O)C>[CH3:2][N:3]1[CH:7]=[C:6]([C:8]2[N:13]=[C:12]3[N:14]([CH2:17][C@@H:18]4[CH2:19][N:20]([C:24]5[N:29]=[CH:28][C:27]([C:30]6[CH2:31][CH2:32][N:33]([CH2:44][CH2:43][OH:45])[CH2:34][CH:35]=6)=[CH:26][N:25]=5)[CH2:21][CH2:22][O:23]4)[N:15]=[N:16][C:11]3=[N:10][CH:9]=2)[CH:5]=[N:4]1 |f:0.1,2.3.4|. The reactants are C([O-])([O-])=O.[K+].[K+] (potassium carbonate), BrC(C)O (bromo ethanol), TEA, Cl.CN1N=CC(=C1)C1=CN=C2C(=N1)N(N=N2)C[C@@H]2CN(CCO2)C2=NC=C(C=N2)C=2CCNCC2 ((S)-2-((6-(1-methyl-1H-pyrazol-4-yl)-1H-[1,2,3]triazolo[4,5-b]pyrazin-1-yl)methyl)-4-(5-(1,2,3,6-tetrahydropyridin-4-yl)pyrimidin-2-yl)morpholine HCl salt). Isolated yield 62.2%. Procedure: (S)-2-((6-(1-methyl-1H-pyrazol-4-yl)-1H-[1,2,3]triazolo[4,5-b]pyrazin-1-yl)methyl)-4-(5-(1,2,3,6-tetrahydropyridin-4-yl)pyrimidin-2-yl)morpholine HCl salt 330 mg (0.67 mmol) was dissolved in DMF 10 ml, and potassium carbonate 276 mg (1.99 mmol), bromo ethanol 71 μl (0.99 mmol), and TEA 1 ml were added, followed by stirring at room temperature overnight. When the reaction was completed, the reaction mixture was extracted several times with ethyl acetate and brine, and the organic layer was dried ... The reactants are [H-].[Al+3].[Li+].[H-].[H-].[H-] (lithium aluminum hydride), C(C1=CC=CC=C1)OC(C1(CCN(CC1)C(=O)OC(C)(C)C)CC1=C(C=CC=C1)C)=O (4-(2-methylbenzyl)-N-t-butoxycarbonyl isonipecotic acid benzyl ester). Solvent: CCOCC (ether), CCOCC (ether). Reaction conditions: time 30 minute. Product: C(C)(C)(C)OC(=O)N1CCC(CC1)(CC1=C(C=CC=C1)C)CO (N-t-Butoxycarbonyl-4-hydroxymethyl-4-(2-methylbenzyl) piperidine). Reaction SMILES: [H-].[Al+3].[Li+].[H-].[H-].[H-].C([O:14][C:15](=O)[C:16]1([CH2:29][C:30]2[CH:35]=[CH:34][CH:33]=[CH:32][C:31]=2[CH3:36])[CH2:21][CH2:20][N:19]([C:22]([O:24][C:25]([CH3:28])([CH3:27])[CH3:26])=[O:23])[CH2:18][CH2:17]1)C1C=CC=CC=1>CCOCC>[C:25]([O:24][C:22]([N:19]1[CH2:18][CH2:17][C:16]([CH2:15][OH:14])([CH2:29][C:30]2[CH:35]=[CH:34][CH:33]=[CH:32][C:31]=2[CH3:36])[CH2:21][CH2:20]1)=[O:23])([CH3:27])([CH3:28])[CH3:26] |f:0.1.2.3.4.5|. Procedure details: To a suspension of lithium aluminum hydride (0.32 g, 8.4 mmol) in anhydrous ether (50 ml) was added a solution of 4-(2-methylbenzyl)-N-t-butoxycarbonyl isonipecotic acid benzyl ester (3.0 g, 7.1 mmol) in anhydrous ether (25 ml) over 15 min. The resulting mixture was heated at gentle reflux for 1 hr. The reaction mixture was then quenched with the slow and successive addition of H2O (0.32 ml), 15% aqueous NaOH (0.96 ml), and H2O (0.96 ml). After stirring for 30 min, the mixture was filtered throu...